Dataset: the Open Reaction Database (ORD), a public repository of structured organic reaction records. Task: describe an organic reaction: reactants, conditions, products, and yield The reactants are C(C1=CC=CC=C1)C(COCC1=CC(=NC(=C1)N(CCC)S(=O)(=O)C)Cl)(C)NC(OC(C)(C)C)=O (tert-butyl [1-benzyl-2-({2-chloro-6-[(methylsulfonyl)(propyl)amino]pyridin-4-yl}methoxy)-1-methylethyl]carbamate), C(C1=CC=CC=C1)C(COCC1=CC(=NC(=C1)N(CCC)S(=O)(=O)C)Cl)(C)NC(OC(C)(C)C)=O (tert-butyl [1-benzyl-2-({2-chloro-6-[(methylsulfonyl)(propyl)amino]pyridin-4-yl}methoxy)-1-methylethyl]carbamate), C([O-])([O-])=O.[Na+].[Na+] (sodium carbonate), 4A, 1-[2-(dicyclohexylphasphanyl)ferrocenyl]ethyldicyclohexylphosphane. Reagents/catalysts: C1=CC=C(C=C1)C#N.C1=CC=C(C=C1)C#N.Cl[Pd]Cl (PdCl2(PhCN)2). The solvent is C(CCC)O (n-butanol). Run at temperature 100 celsius, time 16 hour. Product: C(C)(C)(C)OC(=O)NC(COCC1=CC(=NC(=C1)N(CCC)S(=O)(=O)C)C(=O)OCCCC)(CC1=CC=CC=C1)C (butyl 4-({2-[(tert-butoxycarbonyl)amino]-2-methyl-3-phenylpropoxy}methyl)-6-[(methylsulfonyl)(propyl)amino]pyridine-2-carboxylate). As a reaction SMILES: [CH2:1]([C:8]([NH:28][C:29](=[O:35])[O:30][C:31]([CH3:34])([CH3:33])[CH3:32])([CH3:27])[CH2:9][O:10][CH2:11][C:12]1[CH:17]=[C:16]([N:18]([S:22]([CH3:25])(=[O:24])=[O:23])[CH2:19][CH2:20][CH3:21])[N:15]=[C:14](Cl)[CH:13]=1)[C:2]1[CH:7]=[CH:6][CH:5]=[CH:4][CH:3]=1.[C:36](=[O:39])([O-])[O-:37].[Na+].[Na+]>C(O)CCC.C1C=CC(C#N)=CC=1.C1C=CC(C#N)=CC=1.Cl[Pd]Cl>[C:31]([O:30][C:29]([NH:28][C:8]([CH3:27])([CH2:1][C:2]1[CH:7]=[CH:6][CH:5]=[CH:4][CH:3]=1)[CH2:9][O:10][CH2:11][C:12]1[CH:17]=[C:16]([N:18]([S:22]([CH3:25])(=[O:24])=[O:23])[CH2:19][CH2:20][CH3:21])[N:15]=[C:14]([C:36]([O:37][CH2:8][CH2:1][CH2:2][CH3:3])=[O:39])[CH:13]=1)=[O:35])([CH3:34])([CH3:33])[CH3:32] |f:1.2.3,5.6.7|. Procedure details: A suspension of tert-butyl [1-benzyl-2-({2-chloro-6-[(methylsulfonyl)(propyl)amino]pyridin-4-yl}methoxy)-1-methylethyl]carbamate (115 mg, 0.22 mmol, intermediate VI), sodium carbonate (70 mg, 0.66 mmol), PdCl2(PhCN)2 (2 mg, 0.004 mmol), 4A sieves and 1-[2-(dicyclohexylphasphanyl)ferrocenyl]ethyldicyclohexylphosphane (11 mg, 0.017 mmol, STREM) in n-butanol (2 ml, degassed with Argon), was purged with CO and stirred at 100° C. for 16 h under 1 atm of CO. The reaction mixture was diluted with dichl...